The task is: describe an organic reaction: reactants, conditions, products, and yield. This data is from the Open Reaction Database (ORD), a public repository of structured organic reaction records. Starting materials: ClC1=C(C=NC2=CC(=C(C=C12)OC)OC)C#N (4-chloro-6,7-dimethoxy-3-quinolinecarbonitrile), Cl.N1=CC=CC=C1 (pyridine hydrochloride), NC1=C(C=C(C=C1)O)Cl (4-amino-3-chlorophenol). Solvent: C(C)OCCO (2-ethoxyethanol). Product: ClC1=C(C=CC(=C1)O)NC1=C(C=NC2=CC(=C(C=C12)OC)OC)C#N (4-(2-Chloro-4-hydroxy-phenylamino)-6,7-dimethoxy-quinoline-3-carbonitrile). Yield: 84.1%. RXN SMILES: Cl[C:2]1[C:11]2[C:6](=[CH:7][C:8]([O:14][CH3:15])=[C:9]([O:12][CH3:13])[CH:10]=2)[N:5]=[CH:4][C:3]=1[C:16]#[N:17].Cl.N1C=CC=CC=1.[NH2:25][C:26]1[CH:31]=[CH:30][C:29]([OH:32])=[CH:28][C:27]=1[Cl:33]>C(OCCO)C>[Cl:33][C:27]1[CH:28]=[C:29]([OH:32])[CH:30]=[CH:31][C:26]=1[NH:25][C:2]1[C:11]2[C:6](=[CH:7][C:8]([O:14][CH3:15])=[C:9]([O:12][CH3:13])[CH:10]=2)[N:5]=[CH:4][C:3]=1[C:16]#[N:17] |f:1.2|. Reported procedure: Using an analogous procedure to that described in Example 286, 248.7 mg (1 mmol) of 4-chloro-6,7-dimethoxy-3-quinolinecarbonitrile in 15 mL of 2-ethoxyethanol and in the presence of 115.6 mg (1 mmol) of pyridine hydrochloride was reacted with 270.1 mg (1.5 mmol) of 4-amino-3-chlorophenol to give 299.2 mg (84.3%) of the product as a light brown solid, m.p.>250° C., mass (electrospray, m/e): M+H 355.8, 357.8. The reactants are O=C([O-])[O-], CC(C)COc1ccc(C(=O)c2ccc(OCC(C)C)c(CCC(=O)O)c2)c(OCC(C)C)c1, CN(C)C=O, CCOC(C)=O, Cl, CI, [K+], [K+], O. Product: COC(=O)CCc1cc(C(=O)c2ccc(OCC(C)C)cc2OCC(C)C)ccc1OCC(C)C. RXN SMILES: [C:37](=[O:38])([O-:39])[O-:40].[CH2:3]([CH:4]([CH3:5])[CH3:6])[O:7][c:8]1[c:9]([C:10](=[O:11])[c:12]2[cH:13][cH:14][c:15]([O:23][CH2:24][CH:25]([CH3:26])[CH3:27])[c:16]([CH2:18][CH2:19][C:20](=[O:21])[OH:22])[cH:17]2)[cH:28][cH:29][c:30]([O:32][CH2:33][CH:34]([CH3:35])[CH3:36])[cH:31]1.[CH3:44][N:45]([CH3:46])[CH:47]=[O:48].[CH3:50][CH2:51][O:52][C:53](=[O:54])[CH3:55].[ClH:43].[I:1][CH3:2].[K+:41].[K+:42].[OH2:49]>>[CH2:3]([CH:4]([CH3:5])[CH3:6])[O:7][c:8]1[c:9]([C:10](=[O:11])[c:12]2[cH:13][cH:14][c:15]([O:23][CH2:24][CH:25]([CH3:26])[CH3:27])[c:16]([CH2:18][CH2:19][C:20](=[O:21])[O:22][CH3:37])[cH:17]2)[cH:28][cH:29][c:30]([O:32][CH2:33][CH:34]([CH3:35])[CH3:36])[cH:31]1. Reactants: Intermediate 79, ClC1=C(C=C(C=C1)S(=O)(=O)C)I (1-chloro-2-iodo-4-(methylsulfonyl)benzene), ClC1=C(C=C(C=C1)S(=O)(=O)C)I (1-chloro-2-iodo-4-(methylsulfonyl)benzene), C(C)(C)(C)OC(COC1=C(C=C(C=C1)Cl)C#C)=O (tert-butyl(4-chloro-2-ethynylphenoxy)acetate), C(C)(C)(C)OC(COC1=C(C=C(C=C1)Cl)C#C)=O (tert-butyl(4-chloro-2-ethynylphenoxy)acetate). The product is C(C)(C)(C)OC(COC1=C(C=C(C=C1)Cl)C#CC1=C(C=CC(=C1)S(=O)(=O)C)Cl)=O (tert-butyl(4-chloro-2-{[2-chloro-5-(methylsulfonyl)phenyl]ethynyl}phenoxy)acetate). As a reaction SMILES: [C:1]([O:5][C:6](=[O:18])[CH2:7][O:8][C:9]1[CH:14]=[CH:13][C:12]([Cl:15])=[CH:11][C:10]=1[C:16]#[CH:17])([CH3:4])([CH3:3])[CH3:2].[Cl:19][C:20]1[CH:25]=[CH:24][C:23]([S:26]([CH3:29])(=[O:28])=[O:27])=[CH:22][C:21]=1I>>[C:1]([O:5][C:6](=[O:18])[CH2:7][O:8][C:9]1[CH:14]=[CH:13][C:12]([Cl:15])=[CH:11][C:10]=1[C:16]#[C:17][C:21]1[CH:22]=[C:23]([S:26]([CH3:29])(=[O:27])=[O:28])[CH:24]=[CH:25][C:20]=1[Cl:19])([CH3:4])([CH3:3])[CH3:2]. Procedure: Following the general method as outlined in Intermediate 79, starting from (4-chloro-2-ethynyl-phenoxy)-acetic acid tert-butyl ester (Intermediate 3) and 1-chloro-2-iodo-4-(methylsulfonyl)benzene (Intermediate 74), the title compound was obtained after purification by flash column chromatography (silica), eluting with cyclohexane containing increasing amounts of EtOAc. Starting materials: C(C)(C)(C)NC(CN1C(C(CC(C2=C1C=CC=C2)C2=CC=CC=C2)N=[N+]=[N-])=O)=O (N-tert-butyl-2-(3-azido-2-oxo-5-phenyl-2,3,4,5-tetrahydro-1H-(1)benzazepin-1-yl) ethanoic acid amide). Reagents/catalysts: [Pd] (palladium on carbon). Reported procedure: A solution of 5.80 grams (14.3 retool) N-tert-butyl-2-(3-azido-2-oxo-5-phenyl-2,3,4,5-tetrahydro-1H-(1)benzazepin-1-yl) ethanoic acid amide in 70 mL ethanol (with methylene chloride as necessary to aid dissolution) was treated with 600 mg 10% palladium on carbon under hydrogen (42 to 39 psi) for 20.5 hours. The reaction was filtered through Celite® with ethanol and methylene chloride and evaporated to a foam, 5.44 grams (100%). As a reaction SMILES: [C:1]([NH:5][C:6](=[O:29])[CH2:7][N:8]1[C:14]2[CH:15]=[CH:16][CH:17]=[CH:18][C:13]=2[CH:12]([C:19]2[CH:24]=[CH:23][CH:22]=[CH:21][CH:20]=2)[CH2:11][CH:10]([N:25]=[N+]=[N-])[C:9]1=[O:28])([CH3:4])([CH3:3])[CH3:2]>C(O)C.[Pd]>[C:1]([NH:5][C:6](=[O:29])[CH2:7][N:8]1[C:14]2[CH:15]=[CH:16][CH:17]=[CH:18][C:13]=2[CH:12]([C:19]2[CH:24]=[CH:23][CH:22]=[CH:21][CH:20]=2)[CH2:11][CH:10]([NH2:25])[C:9]1=[O:28])([CH3:4])([CH3:2])[CH3:3]. The solvent is C(C)O (ethanol). Product: C(C)(C)(C)NC(CN1C(C(CC(C2=C1C=CC=C2)C2=CC=CC=C2)N)=O)=O (N-tert-butyl-2-(3-amino-2-oxo-5-phenyl-2,3,4,5-tetrahydro-1H-(1)benzazepin-1-yl) ethanoic acid amide). Reactants: CN1N=CC(=C1)B1OC(C(O1)(C)C)(C)C (1-methyl-4-(4,4,5,5-tetramethyl-1,3,2-dioxaborolan-2-yl)-1H-pyrazole), Pd[PPh3]4, BrC=1N=C2C(=NC1)NC=C2C2=NC(=NC(=C2)C(C)(OCOC)C2=CC(=CC=C2)F)N (4-(2-Bromo-5H-pyrrolo[2,3-b]pyrazin-7-yl)-6-[1-(3-fluorophenyl)-1-methoxymethoxyethyl]pyrimidin-2-ylamine). Run in CN(C)C=O (DMF). Run at temperature 130 celsius, time 1 hour. Product: FC=1C=C(C=CC1)C(C)(OCOC)C1=NC(=NC(=C1)C1=CNC2=NC=C(N=C21)C=2C=NN(C2)C)N (4-[1-(3-fluorophenyl)-1-methoxymethoxyethyl]-6-[2-(1-methyl-1H-pyrazol-4-yl)-5H-pyrrolo[2,3-b]pyrazin-7-yl]pyrimidin-2-ylamine). RXN SMILES: Br[C:2]1[N:3]=[C:4]2[C:10]([C:11]3[CH:16]=[C:15]([C:17]([C:23]4[CH:28]=[CH:27][CH:26]=[C:25]([F:29])[CH:24]=4)([O:19][CH2:20][O:21][CH3:22])[CH3:18])[N:14]=[C:13]([NH2:30])[N:12]=3)=[CH:9][NH:8][C:5]2=[N:6][CH:7]=1.[CH3:31][N:32]1[CH:36]=[C:35](B2OC(C)(C)C(C)(C)O2)[CH:34]=[N:33]1>CN(C=O)C>[F:29][C:25]1[CH:24]=[C:23]([C:17]([C:15]2[CH:16]=[C:11]([C:10]3[C:4]4[C:5](=[N:6][CH:7]=[C:2]([C:35]5[CH:34]=[N:33][N:32]([CH3:31])[CH:36]=5)[N:3]=4)[NH:8][CH:9]=3)[N:12]=[C:13]([NH2:30])[N:14]=2)([O:19][CH2:20][O:21][CH3:22])[CH3:18])[CH:28]=[CH:27][CH:26]=1. Reported procedure: 4-(2-Bromo-5H-pyrrolo[2,3-b]pyrazin-7-yl)-6-[1-(3-fluorophenyl)-1-methoxymethoxyethyl]pyrimidin-2-ylamine (0.249 g, 0.395 mmol) is dissolved in DMF (7 ml), 1-methyl-4-(4,4,5,5-tetramethyl-1,3,2-dioxaborolan-2-yl)-1H-pyrazole (0.164 g, 0.790 mmol) and Pd[PPh3]4 (0.046 mg, 0.040 mmol) are added, the reaction solution is flushed with nitrogen for 5 min, 2N Na2CO3 solution (1.5 ml) is subsequently added. The mixture is stirred at 130° C. for 1 h. The mixture is cooled to room temperature, ethyl acet... Starting materials: Cl, CC(C)(C)C(=O)Nc1ccc(-c2cc(=O)c3c(NC(=O)C(C)(C)C)c(F)c(N=[N+]=[N-])c(F)c3o2)cc1F, [Na+], C1CCOC1, [OH-], c1ccc(P(c2ccccc2)c2ccccc2)cc1. Product: CC(C)(C)C(=O)Nc1ccc(-c2cc(=O)c3c(NC(=O)C(C)(C)C)c(F)c(N)c(F)c3o2)cc1F. As a reaction SMILES: [ClH:57].[N:1](=[N+:2]=[N-:3])[c:4]1[c:5]([F:37])[c:6]2[c:7]([c:8](=[O:26])[cH:9][c:10](-[c:12]3[cH:13][c:14]([F:25])[c:15]([NH:18][C:19]([C:20]([CH3:21])([CH3:22])[CH3:23])=[O:24])[cH:16][cH:17]3)[o:11]2)[c:27]([NH:30][C:31]([C:32]([CH3:33])([CH3:34])[CH3:35])=[O:36])[c:28]1[F:29].[Na+:59].[O:60]1[CH2:61][CH2:62][CH2:63][CH2:64]1.[OH-:58].[c:38]1([P:39]([c:40]2[cH:41][cH:42][cH:43][cH:44][cH:45]2)[c:46]2[cH:47][cH:48][cH:49][cH:50][cH:51]2)[cH:52][cH:53][cH:54][cH:55][cH:56]1>>[NH2:1][c:4]1[c:5]([F:37])[c:6]2[c:7]([c:8](=[O:26])[cH:9][c:10](-[c:12]3[cH:13][c:14]([F:25])[c:15]([NH:18][C:19]([C:20]([CH3:21])([CH3:22])[CH3:23])=[O:24])[cH:16][cH:17]3)[o:11]2)[c:27]([NH:30][C:31]([C:32]([CH3:33])([CH3:34])[CH3:35])=[O:36])[c:28]1[F:29]. The reactants are CC(=O)O (HOAc), [H][H] (hydrogen), [N+](=O)([O-])C=1C=C(C(=O)OC)C=C(C1)S(F)(F)(F)(F)F (methyl 3-nitro-5-pentafluorosulfanylbenzoate), [H][H] (hydrogen). The reagents and catalysts are [Pd] (Pd/C). Solvent: CO (MeOH). The product is NC=1C=C(C(=O)OC)C=C(C1)S(F)(F)(F)(F)F (Methyl 3-amino-5-pentafluorosulfanylbenzoate). Yield: 92.3%. Reaction SMILES: [N+:1]([C:4]1[CH:5]=[C:6]([CH:11]=[C:12]([S:14]([F:19])([F:18])([F:17])([F:16])[F:15])[CH:13]=1)[C:7]([O:9][CH3:10])=[O:8])([O-])=O.CC(O)=O.[H][H]>CO.[Pd]>[NH2:1][C:4]1[CH:5]=[C:6]([CH:11]=[C:12]([S:14]([F:19])([F:15])([F:16])([F:17])[F:18])[CH:13]=1)[C:7]([O:9][CH3:10])=[O:8]. Procedure details: 3.0 g of methyl 3-nitro-5-pentafluorosulfanylbenzoate were dissolved in 50 ml of MeOH and 5 ml of HOAc and 200 mg of Pd/C (10%) were added. The mixture was hydrogenated under a standard pressure of hydrogen atmosphere for 20 h, then hydrogenation was effected under 6 bar of hydrogen for a further 2 days. The catalyst was filtered off and the solvent removed under reduced pressure to obtain 2.5 g of an amorphous solid.